The task is: describe an organic reaction: reactants, conditions, products, and yield. This data is from the Open Reaction Database (ORD), a public repository of structured organic reaction records. The reactants are C(C)(C)(C)OC(=O)N[C@@H](C(=S)O)CC(=O)OC(C)(C)C ((2R)-2-tert-butoxycarbonylamino-3-tert-butoxycarbonylthiopropionic acid), [N+](=O)(O)[O-].[N+](=O)([O-])OCCN (2-nitrooxyethylamine nitrate). The product is [N+](=O)([O-])OCCNC([C@@H](CC(=O)OC(C)(C)C)NC(=O)OC(C)(C)C)=S ((2R)-N-(2-Nitrooxyethyl)-2-tert-butoxycarbonylamino-3-tert-butoxycarbonylthiopropanamide). Isolated yield 88.0%. As a reaction SMILES: [C:1]([O:5][C:6]([NH:8][C@H:9]([CH2:13][C:14]([O:16][C:17]([CH3:20])([CH3:19])[CH3:18])=[O:15])[C:10](O)=[S:11])=[O:7])([CH3:4])([CH3:3])[CH3:2].[N+]([O-])(O)=O.[N+:25]([O:28][CH2:29][CH2:30][NH2:31])([O-:27])=[O:26]>>[N+:25]([O:28][CH2:29][CH2:30][NH:31][C:10](=[S:11])[C@H:9]([NH:8][C:6]([O:5][C:1]([CH3:4])([CH3:3])[CH3:2])=[O:7])[CH2:13][C:14]([O:16][C:17]([CH3:20])([CH3:19])[CH3:18])=[O:15])([O-:27])=[O:26] |f:1.2|. Reported procedure: The procedures of Example 1 were analogously repeated using 322 mg of (2R)-2-tert-butoxycarbonylamino-3-tert-butoxycarbonylthiopropionic acid and 186 mg of 2-nitrooxyethylamine nitrate to give 365 mg of the title compound as a colorless oil. Starting materials: resultant mixture, CC1=NC(=NC(N1CC=1SC(=CC1)C(F)(F)F)=O)N1CCNCC1 (6-methyl-4-(piperazin-1-yl)-1-{[5-(trifluoromethyl)thiophen-2-yl]methyl}-1,3,5-triazin-2(1H)-one), C12(CC3CC(CC(C1)C3)C2)C(CBr)=O (1-(adamantan-1-yl)-2-bromoethanone), C([O-])([O-])=O.[K+].[K+] (potassium carbonate), [I-].[Na+] (sodium iodide), C([O-])(O)=O.[Na+] (sodium bicarbonate). The solvent is C(C)#N (acetonitrile). The product is C12(CC3CC(CC(C1)C3)C2)C(CN2CCN(CC2)C2=NC(N(C(=N2)C)CC=2SC(=CC2)C(F)(F)F)=O)=O (4-{4-[2-(Adamantan-1-yl)-2-oxoethyl]piperazin-1-yl}-6-methyl-1-{[5-(trifluoromethyl)thiophen-2-yl]methyl}-1,3,5-triazin-2(1H)-one). The yield is 48.5%. RXN SMILES: [CH3:1][C:2]1[N:7]([CH2:8][C:9]2[S:10][C:11]([C:14]([F:17])([F:16])[F:15])=[CH:12][CH:13]=2)[C:6](=[O:18])[N:5]=[C:4]([N:19]2[CH2:24][CH2:23][NH:22][CH2:21][CH2:20]2)[N:3]=1.[C:25]12([C:35](=[O:38])[CH2:36]Br)[CH2:34][CH:29]3[CH2:30][CH:31]([CH2:33][CH:27]([CH2:28]3)[CH2:26]1)[CH2:32]2.C(=O)([O-])[O-].[K+].[K+].[I-].[Na+].C(=O)(O)[O-].[Na+]>C(#N)C>[C:25]12([C:35](=[O:38])[CH2:36][N:22]3[CH2:23][CH2:24][N:19]([C:4]4[N:3]=[C:2]([CH3:1])[N:7]([CH2:8][C:9]5[S:10][C:11]([C:14]([F:17])([F:16])[F:15])=[CH:12][CH:13]=5)[C:6](=[O:18])[N:5]=4)[CH2:20][CH2:21]3)[CH2:32][CH:31]3[CH2:30][CH:29]([CH2:28][CH:27]([CH2:33]3)[CH2:26]1)[CH2:34]2 |f:2.3.4,5.6,7.8|. Reported procedure: To an acetonitrile solution (4.0 mL) of 6-methyl-4-(piperazin-1-yl)-1-{[5-(trifluoromethyl)thiophen-2-yl]methyl}-1,3,5-triazin-2(1H)-one (28.7 mg, 80.0 μmol) synthesized in Reference Synthesis Example 351, 1-(adamantan-1-yl)-2-bromoethanone (23.1 mg, 90.0 μmol), potassium carbonate (13.8 mg, 100 μmol), and sodium iodide (15.0 mg, 100 μmol) were added and the resultant mixture was stirred at room temperature for 1 day. After the completion of the reaction, to the reaction solution, saturated sodi... Starting materials: C1CCNC1, O=C(O)c1ccc2c(-c3ccnc(NC4CCCC4)n3)c(-c3ccc(F)cc3)nn2c1NC1CCCC1, ClCCl, Cl, Cl, O=S(Cl)Cl. Yields the product O=C(c1ccc2c(-c3ccnc(NC4CCCC4)n3)c(-c3ccc(F)cc3)nn2c1NC1CCCC1)N1CCCC1. As a reaction SMILES: [CH2:44]1[CH2:45][CH2:46][NH:47][CH2:48]1.[CH:3]1([NH:8][c:9]2[c:10]([C:37](=[O:38])[OH:39])[cH:11][cH:12][c:13]3[n:14]2[n:15][c:16](-[c:30]2[cH:31][cH:32][c:33]([F:36])[cH:34][cH:35]2)[c:17]3-[c:18]2[n:19][c:20]([NH:24][CH:25]3[CH2:26][CH2:27][CH2:28][CH2:29]3)[n:21][cH:22][cH:23]2)[CH2:4][CH2:5][CH2:6][CH2:7]1.[Cl:49][CH2:50][Cl:51].[ClH:1].[ClH:2].[S:40]([Cl:41])([Cl:42])=[O:43]>>[CH:3]1([NH:8][c:9]2[c:10]([C:37](=[O:39])[N:47]3[CH2:46][CH2:45][CH2:44][CH2:48]3)[cH:11][cH:12][c:13]3[n:14]2[n:15][c:16](-[c:30]2[cH:31][cH:32][c:33]([F:36])[cH:34][cH:35]2)[c:17]3-[c:18]2[n:19][c:20]([NH:24][CH:25]3[CH2:26][CH2:27][CH2:28][CH2:29]3)[n:21][cH:22][cH:23]2)[CH2:4][CH2:5][CH2:6][CH2:7]1. The reactants are Cl, [K+], O=N[O-], Nc1ccc(-c2cc(=S)ss2)cc1, [Na+], [Na+], [Na+], O=C([O-])[O-], [OH-], O, O=C(O)c1ccccc1O. Yields the product O=C(O)c1cc(N=Nc2ccc(-c3cc(=S)ss3)cc2)ccc1O. As a reaction SMILES: [ClH:36].[K+:29].[N:14]([O-:15])=[O:16].[NH2:1][c:2]1[cH:3][cH:4][c:5](-[c:8]2[cH:9][c:10](=[S:13])[s:11][s:12]2)[cH:6][cH:7]1.[Na+:17].[Na+:30].[Na+:31].[O-:32][C:33](=[O:34])[O-:35].[OH-:28].[OH2:37].[OH:18][C:19](=[O:20])[c:21]1[cH:22][cH:23][cH:24][cH:25][c:26]1[OH:27]>>[N:1]([c:2]1[cH:3][cH:4][c:5](-[c:8]2[cH:9][c:10](=[S:13])[s:11][s:12]2)[cH:6][cH:7]1)=[N:14][c:23]1[cH:22][c:21]([C:19]([OH:18])=[O:20])[c:26]([OH:27])[cH:25][cH:24]1. The reactants are Cl (hydrochloric acid), C12C3C(CC(C3C(CC1)O2)=O)=O ((1RS,2SR,6RS,7SR)-10-oxatricyclo[5.2.1.02,6]decane-3,5-dione), C(Cl)(Cl)Cl (chloroform), C(C)(=O)[O-].C(C)(=O)[O-].C(C)(=O)[O-].CC1=CC(=CC(=C1[Pb+3])C)C1=CC=CC=C1 (3,5-dimethylbiphen-4-yllead triacetate). Reagents/catalysts: CN(C1=CC=NC=C1)C (4-dimethylaminopyridine). Run in C1(=CC=CC=C1)C (toluene). The product is CC1=CC(=CC(=C1C1C(C2C3CCC(C2C1=O)O3)=O)C)C3=CC=CC=C3 ((1RS,2SR,6RS,7SR)-4-(3,5-dimethylbiphen-4-yl)-10-oxa-tricyclo[5.2.1.02,6]decane-3,5-dione). Reaction SMILES: [CH:1]12[O:10][CH:7]([CH2:8][CH2:9]1)[CH:6]1[CH:2]2[C:3](=[O:12])[CH2:4][C:5]1=[O:11].C(Cl)(Cl)Cl.C([O-])(=O)C.C([O-])(=O)C.C([O-])(=O)C.[CH3:29][C:30]1[C:35]([Pb+3])=[C:34]([CH3:37])[CH:33]=[C:32]([C:38]2[CH:43]=[CH:42][CH:41]=[CH:40][CH:39]=2)[CH:31]=1.Cl>CN(C)C1C=CN=CC=1.C1(C)C=CC=CC=1>[CH3:29][C:30]1[C:35]([CH:4]2[C:3](=[O:12])[CH:2]3[CH:6]([CH:7]4[O:10][CH:1]3[CH2:9][CH2:8]4)[C:5]2=[O:11])=[C:34]([CH3:37])[CH:33]=[C:32]([C:38]2[CH:43]=[CH:42][CH:41]=[CH:40][CH:39]=2)[CH:31]=1 |f:2.3.4.5|. Reported procedure: To a mixture of (1RS,2SR,6RS,7SR)-10-oxatricyclo[5.2.1.02,6]decane-3,5-dione (166 mg, 1 mmol) and 4-dimethylaminopyridine (610 mg, 5 mmol) under an atmosphere of nitrogen is added dry chloroform (5.6 ml), and the mixture is stirred at room temperature until all the solids are dissolved. To this solution is then added dry toluene (2 ml), and 3,5-dimethylbiphen-4-yllead triacetate (0.5 M solution in dry chloroform, 2.4 ml, 1.2 mmol). The reaction mixture is heated at reflux for 1 hour, then cooled... The reactants are solution, [F-].C(CCC)[N+](CCCC)(CCCC)CCCC (tetra-n-butylammonium fluoride), C1CCOC1 (THF), N1=C(F)N=C(F)N=C1F (Cyanuric fluoride), C1(=CC=CC=C1)C1(CCCCC1)CCC(=O)O (3-(1-phenylcyclohexyl)propanoic acid), N1=CC=CC=C1 (pyridine), OC(CNCCC(=O)OC(C)(C)C)C1=CC=C(C=C1)/C(/N)=N/O ((Z)-tert-butyl 3-(2-hydroxy-2-(4-(N′-hydroxycarbamimidoyl)phenyl)ethylamino)propanoate), C(C)(C)N(CC)C(C)C (diisopropylethyl amine). The solvent is C(C)(=O)OCC (ethyl acetate), ClCCl (dichloromethane), ClCCl (dichloromethane). Run at temperature 75 celsius, time 1 hour. Product: OC(CNCCC(=O)O)C1=CC=C(C=C1)C1=NOC(=N1)CCC1(CCCCC1)C1=CC=CC=C1 (N-(2-hydroxy-2-(4-(5-(2-(1-phenylcyclohexyl)ethyl)-1,2,4-oxadiazol-3-yl)phenyl)ethyl)-beta-alanine). Isolated yield 35.1%. RXN SMILES: N1C(F)=NC(F)=NC=1F.[C:10]1([C:16]2([CH2:22][CH2:23][C:24]([OH:26])=O)[CH2:21][CH2:20][CH2:19][CH2:18][CH2:17]2)[CH:15]=[CH:14][CH:13]=[CH:12][CH:11]=1.N1C=CC=CC=1.[OH:33][CH:34]([C:46]1[CH:51]=[CH:50][C:49](/[C:52](=[N:54]/O)/[NH2:53])=[CH:48][CH:47]=1)[CH2:35][NH:36][CH2:37][CH2:38][C:39]([O:41]C(C)(C)C)=[O:40].C(N(C(C)C)CC)(C)C.[F-].C([N+](CCCC)(CCCC)CCCC)CCC.C1COCC1>ClCCl.C(OCC)(=O)C>[OH:33][CH:34]([C:46]1[CH:47]=[CH:48][C:49]([C:52]2[N:53]=[C:24]([CH2:23][CH2:22][C:16]3([C:10]4[CH:11]=[CH:12][CH:13]=[CH:14][CH:15]=4)[CH2:17][CH2:18][CH2:19][CH2:20][CH2:21]3)[O:26][N:54]=2)=[CH:50][CH:51]=1)[CH2:35][NH:36][CH2:37][CH2:38][C:39]([OH:41])=[O:40] |f:5.6|. Procedure details: Cyanuric fluoride (0.018 mL, 0.215 mmol) was added to a mixture of 3-(1-phenylcyclohexyl)propanoic acid (50 mg, 0.215 mmol) and pyridine (0.017 mL, 0.215 mmol) in dichloromethane (5 mL). After 1 h, the reaction mixture was diluted with dichloromethane and washed with 1M aq. HCl solution. The organic layer was dried (MgSO4), filtered and concentrated. The residue was diluted with ethyl acetate and washed with saturated aqueous NaCl solution. The organic layer was dried (MgSO4), filtered and conce... The reactants are CCN(C(C)C)C(C)C (DIPEA), C(C)(C)[Si](OCCC1CCN(CC1)C1=NN=C2N1C=C(C=C2)O[C@@H]2CC[C@@H](C1=CC=CC=C21)N)(C(C)C)C(C)C ((1S,4R)-4-[3-(4-Triisopropylsilanyloxyethyl-piperidin-1-yl)-[1,2,4]triazolo[4,3-a]pyridin-6-yloxy]-1,2,3,4-tetrahydro-naphthalen-1-ylamine), ClC(COC(NC=1N(N=C(C1)C(C)(C)C)C1=CC=C(C=C1)C)=O)(Cl)Cl ((5-tert-butyl-2-p-tolyl-2H-pyrazol-3-yl)-carbamic acid 2,2,2-trichloro-ethyl ester). The solvent is O1CCOCC1 (1,4-dioxane). Yields the product C(C)(C)(C)C=1C=C(N(N1)C1=CC=C(C=C1)C)NC(=O)N[C@H]1CC[C@H](C2=CC=CC=C12)OC=1C=CC=2N(C1)C(=NN2)N2CCC(CC2)CCO[Si](C(C)C)(C(C)C)C(C)C (1-(5-tert-Butyl-2-p-tolyl-2H-pyrazol-3-yl)-3-{(1S,4R)-4-[3-(4-triisopropylsilanyloxyethyl-piperidin-1-yl)-[1,2,4]triazolo[4,3-a]pyridin-6-yloxy]-1,2,3,4-tetrahydro-naphthalen-1-yl}-urea). The yield is 81.0%. As a reaction SMILES: [CH:1]([Si:4]([CH:38]([CH3:40])[CH3:39])([CH:35]([CH3:37])[CH3:36])[O:5][CH2:6][CH2:7][CH:8]1[CH2:13][CH2:12][N:11]([C:14]2[N:18]3[CH:19]=[C:20]([O:23][C@H:24]4[C:33]5[C:28](=[CH:29][CH:30]=[CH:31][CH:32]=5)[C@@H:27]([NH2:34])[CH2:26][CH2:25]4)[CH:21]=[CH:22][C:17]3=[N:16][N:15]=2)[CH2:10][CH2:9]1)([CH3:3])[CH3:2].ClC(Cl)(Cl)C[O:44][C:45](=O)[NH:46][C:47]1[N:48]([C:56]2[CH:61]=[CH:60][C:59]([CH3:62])=[CH:58][CH:57]=2)[N:49]=[C:50]([C:52]([CH3:55])([CH3:54])[CH3:53])[CH:51]=1.CCN(C(C)C)C(C)C>O1CCOCC1>[C:52]([C:50]1[CH:51]=[C:47]([NH:46][C:45]([NH:34][C@@H:27]2[C:28]3[C:33](=[CH:32][CH:31]=[CH:30][CH:29]=3)[C@H:24]([O:23][C:20]3[CH:21]=[CH:22][C:17]4[N:18]([C:14]([N:11]5[CH2:10][CH2:9][CH:8]([CH2:7][CH2:6][O:5][Si:4]([CH:35]([CH3:37])[CH3:36])([CH:1]([CH3:2])[CH3:3])[CH:38]([CH3:40])[CH3:39])[CH2:13][CH2:12]5)=[N:15][N:16]=4)[CH:19]=3)[CH2:25][CH2:26]2)=[O:44])[N:48]([C:56]2[CH:61]=[CH:60][C:59]([CH3:62])=[CH:58][CH:57]=2)[N:49]=1)([CH3:55])([CH3:53])[CH3:54]. Reported procedure: A mixture of Intermediate 66c (178 mg, 0.316 mmol) and (5-tert-butyl-2-p-tolyl-2H-pyrazol-3-yl)-carbamic acid 2,2,2-trichloro-ethyl ester (Synthetic Communications, 2009, 39, 3999-4009, which is incorporated herein by reference in its entirety; 128 mg, 0.316 mmol) in 1,4-dioxane (3 mL) and DIPEA (83 μL, 0.474 mmol) was stirred at 95° C. for 4 h. The cooled mixture was concentrated in vacuo. The residue was purified by FCC, using 0-10% MeOH in DCM, to give the title compound as a brown foam (208 ... Reactants: CN(C(=O)C1=CC2=C(N=C(N=C2)NC2=NC=C(C=C2)C=O)N1C1CCCC1)C (7-cyclopentyl-2-(5-formyl-pyridin-2-ylamino)-7H-pyrrolo[2,3-d]pyrimidine-6-carboxylic acid dimethylamide), CS(=O)(=O)N1CCNCC1 (1-methanesulfonyl-piperazine). Yields the product CN(C(=O)C1=CC2=C(N=C(N=C2)NC2=NC=C(C=C2)CN2CCN(CC2)S(=O)(=O)C)N1C1CCCC1)C (7-cyclopentyl-2-[5-(4-methanesulfonyl-piperazin-1-ylmethyl)-pyridin-2-ylamino]-7H-pyrrolo[2,3-d]pyrimidine-6-carboxylic acid dimethylamide), solid. RXN SMILES: [CH3:1][N:2]([CH3:28])[C:3]([C:5]1[N:22]([CH:23]2[CH2:27][CH2:26][CH2:25][CH2:24]2)[C:8]2[N:9]=[C:10]([NH:13][C:14]3[CH:19]=[CH:18][C:17]([CH:20]=O)=[CH:16][N:15]=3)[N:11]=[CH:12][C:7]=2[CH:6]=1)=[O:4].[CH3:29][S:30]([N:33]1[CH2:38][CH2:37][NH:36][CH2:35][CH2:34]1)(=[O:32])=[O:31]>>[CH3:1][N:2]([CH3:28])[C:3]([C:5]1[N:22]([CH:23]2[CH2:24][CH2:25][CH2:26][CH2:27]2)[C:8]2[N:9]=[C:10]([NH:13][C:14]3[CH:19]=[CH:18][C:17]([CH2:20][N:36]4[CH2:37][CH2:38][N:33]([S:30]([CH3:29])(=[O:32])=[O:31])[CH2:34][CH2:35]4)=[CH:16][N:15]=3)[N:11]=[CH:12][C:7]=2[CH:6]=1)=[O:4]. Procedure: Following General Procedure B, 7-cyclopentyl-2-(5-formyl-pyridin-2-ylamino)-7H-pyrrolo[2,3-d]pyrimidine-6-carboxylic acid dimethylamide (150 mg, 0.396 mmol) and 1-methanesulfonyl-piperazine (72 mg, 0.436 mmol) gave 7-cyclopentyl-2-[5-(4-methanesulfonyl-piperazin-1-ylmethyl)-pyridin-2-ylamino]-7H-pyrrolo[2,3-d]pyrimidine-6-carboxylic acid dimethylamide as an off white solid (97 mg, 46%) [following SiO2 chromatography, eluting with 0-10% (2M NH3 in MeOH)/DCM].